Task: describe an organic reaction: reactants, conditions, products, and yield. Dataset: the Open Reaction Database (ORD), a public repository of structured organic reaction records Reactants: C#CC1CCC(C(N)=O)N1C(=O)CCl, O=P(Cl)(Cl)Cl, c1ccncc1, c1c[nH]cn1. The product is C#CC1CCC(C#N)N1C(=O)CCl. RXN SMILES: [Cl:1][CH2:2][C:3](=[O:4])[N:5]1[CH:6]([C:7](=[O:8])[NH2:9])[CH2:10][CH2:11][CH:12]1[C:13]#[CH:14].[P:20]([Cl:21])([Cl:22])([Cl:23])=[O:24].[cH:25]1[cH:26][cH:27][n:28][cH:29][cH:30]1.[nH:15]1[cH:16][cH:17][n:18][cH:19]1>>[Cl:1][CH2:2][C:3](=[O:4])[N:5]1[CH:6]([C:7]#[N:9])[CH2:10][CH2:11][CH:12]1[C:13]#[CH:14].